From a dataset of the Open Reaction Database (ORD), a public repository of structured organic reaction records. describe an organic reaction: reactants, conditions, products, and yield The reactants are C([O-])([O-])=O.[K+].[K+] (potassium carbonate), S(=O)(Cl)Cl (Thionyl chloride), N1=C(C=NC=C1)C1(CN2CCC1CC2)O (3-(2-pyrazinyl)-1-azabicyclo[2.2.2]octan-3-ol), O (Water). Run in ClCCl (dichloromethane). The product is N1=C(C=NC=C1)C1=CN2CCC1CC2 (3-(2-pyrazinyl)-1-azabicyclo[2.2.2]oct-2-ene). The yield is 73.3%. As a reaction SMILES: S(Cl)(Cl)=O.[N:5]1[CH:10]=[CH:9][N:8]=[CH:7][C:6]=1[C:11]1(O)[CH:16]2[CH2:17][CH2:18][N:13]([CH2:14][CH2:15]2)[CH2:12]1.O.C(=O)([O-])[O-].[K+].[K+]>ClCCl>[N:5]1[CH:10]=[CH:9][N:8]=[CH:7][C:6]=1[C:11]1[CH:16]2[CH2:17][CH2:18][N:13]([CH2:14][CH2:15]2)[CH:12]=1 |f:3.4.5|. Reported procedure: Thionyl chloride (0.24 g. 1.55 mmol) was added dropwise to a rapidly stirred solution of 3-(2-pyrazinyl)-1-azabicyclo[2.2.2]octan-3-ol (0.21 g, 1.02 mmol) in dichloromethane (10 ml) at -5° C. The reaction mixture was warmed to room temperature and then refluxed for 3 h. Water (5 ml) was added to the solution, basified to pH >10 with potassium carbonate and extracted with dichloromethane (3×50 ml). The combined extracts were dried (Na2SO4), the solvent removed under vacuum and the residue chromat... Starting materials: CC(C)(C)OC(=O)NCCc1ccc(N)cc1, CC(=O)O, Cc1ccccc1, CO, O=Cc1ccccc1. The product is CC(C)(C)OC(=O)NCCc1ccc(NCc2ccccc2)cc1. Reaction SMILES: [C:1](=[O:2])([O:3][C:4]([CH3:5])([CH3:6])[CH3:7])[NH:8][CH2:9][CH2:10][c:11]1[cH:12][cH:13][c:14]([NH2:15])[cH:16][cH:17]1.[C:26]([OH:27])(=[O:28])[CH3:29].[CH3:30][c:31]1[cH:32][cH:33][cH:34][cH:35][cH:36]1.[CH3:37][OH:38].[CH:18](=[O:19])[c:20]1[cH:21][cH:22][cH:23][cH:24][cH:25]1>>[C:1](=[O:2])([O:3][C:4]([CH3:5])([CH3:6])[CH3:7])[NH:8][CH2:9][CH2:10][c:11]1[cH:12][cH:13][c:14]([NH:15][CH2:18][c:20]2[cH:21][cH:22][cH:23][cH:24][cH:25]2)[cH:16][cH:17]1. The product is COc1cccc(C2(O)CCCN(C(=O)c3cccc(Br)c3)C2)c1. Reaction SMILES: [Br:1][c:2]1[cH:3][c:4]([C:5](=[O:6])[Cl:7])[cH:8][cH:9][cH:10]1.[CH3:11][O:12][c:13]1[cH:14][c:15]([C:19]2([OH:25])[CH2:20][NH:21][CH2:22][CH2:23][CH2:24]2)[cH:16][cH:17][cH:18]1>>[Br:1][c:2]1[cH:3][c:4]([C:5](=[O:6])[N:21]2[CH2:20][C:19]([c:15]3[cH:14][c:13]([O:12][CH3:11])[cH:18][cH:17][cH:16]3)([OH:25])[CH2:24][CH2:23][CH2:22]2)[cH:8][cH:9][cH:10]1. Reactants: O=C(Cl)c1cccc(Br)c1, COc1cccc(C2(O)CCCNC2)c1. Yields the product COc1cc(C)c(S(=O)(=O)N2CCCCC2COCC(=O)O)c(C)c1. Reactants: C1CCOC1, COc1cc(C)c(S(=O)(=O)N2CCCCC2COCC(=O)OC(C)(C)C)c(C)c1, CO, CC(C)OC(C)C, [Na+], [OH-]. As a reaction SMILES: [CH2:39]1[O:40][CH2:41][CH2:42][CH2:43]1.[CH3:3][O:4][c:5]1[cH:6][c:7]([CH3:31])[c:8]([S:12](=[O:13])(=[O:14])[N:15]2[CH:16]([CH2:21][O:22][CH2:23][C:24](=[O:25])[O:26][C:27]([CH3:28])([CH3:29])[CH3:30])[CH2:17][CH2:18][CH2:19][CH2:20]2)[c:9]([CH3:11])[cH:10]1.[CH3:44][OH:45].[CH:32]([O:33][CH:34]([CH3:35])[CH3:36])([CH3:37])[CH3:38].[Na+:2].[OH-:1]>>[CH3:3][O:4][c:5]1[cH:6][c:7]([CH3:31])[c:8]([S:12](=[O:13])(=[O:14])[N:15]2[CH:16]([CH2:21][O:22][CH2:23][C:24](=[O:25])[OH:26])[CH2:17][CH2:18][CH2:19][CH2:20]2)[c:9]([CH3:11])[cH:10]1. The reactants are CN(C)CCCOc1ccc(Cc2cc(N)[nH]n2)cc1, Nc1cc[nH]n1, C1CCOC1, O=C1Nc2ccccc2C1=CO. Product: CN(C)CCCOc1ccc(Cc2cc(NC=C3C(=O)Nc4ccccc43)[nH]n2)cc1. As a reaction SMILES: [CH3:19][N:20]([CH2:21][CH2:22][CH2:23][O:24][c:25]1[cH:26][cH:27][c:28]([CH2:29][c:30]2[cH:31][c:32]([NH2:35])[nH:33][n:34]2)[cH:36][cH:37]1)[CH3:38].[NH2:1][c:2]1[cH:3][cH:4][nH:5][n:6]1.[O:39]1[CH2:40][CH2:41][CH2:42][CH2:43]1.[OH:7][CH:8]=[C:9]1[C:10](=[O:18])[NH:11][c:12]2[cH:13][cH:14][cH:15][cH:16][c:17]21>>[CH:8](=[C:9]1[C:10](=[O:18])[NH:11][c:12]2[cH:13][cH:14][cH:15][cH:16][c:17]21)[NH:35][c:32]1[cH:31][c:30]([CH2:29][c:28]2[cH:27][cH:26][c:25]([O:24][CH2:23][CH2:22][CH2:21][N:20]([CH3:19])[CH3:38])[cH:37][cH:36]2)[n:34][nH:33]1. Starting materials: CC(C=O)Cc1ccc(C(C)(C)C)cc1, C, CC1CCCNC1, Cc1ccccc1, [H][H], [Pd]. Yields the product CC1CCCN(CC(C)Cc2ccc(C(C)(C)C)cc2)C1. As a reaction SMILES: [C:1]([CH3:2])([CH3:3])([CH3:4])[c:5]1[cH:6][cH:7][c:8]([CH2:11][CH:12]([CH:13]=[O:14])[CH3:15])[cH:9][cH:10]1.[C:32].[CH3:16][CH:17]1[CH2:18][NH:19][CH2:20][CH2:21][CH2:22]1.[CH3:25][c:26]1[cH:27][cH:28][cH:29][cH:30][cH:31]1.[H:23][H:24].[Pd:33]>>[C:1]([CH3:2])([CH3:3])([CH3:4])[c:5]1[cH:6][cH:7][c:8]([CH2:11][CH:12]([CH2:13][N:19]2[CH2:18][CH:17]([CH3:16])[CH2:22][CH2:21][CH2:20]2)[CH3:15])[cH:9][cH:10]1.